Dataset: the Open Reaction Database (ORD), a public repository of structured organic reaction records. Task: describe an organic reaction: reactants, conditions, products, and yield The reactants are FC(C(=O)O)(F)F (Trifluoroacetic acid), COCCOC1=CC=2N(C=C1)C(=CN2)C2=NC1=C(C=CC=C1C=C2)OC2CCN(CC2)C(=O)OC(C)(C)C (tert-butyl 4-(2-(7-(2-methoxyethoxy)imidazo[1,2-a]pyridin-3-yl)quinolin-8-yloxy)piperidine-1-carboxylate). Solvent: ClCCl (dichloromethane). Run at time 8 hour. Yields the product COCCOC1=CC=2N(C=C1)C(=CN2)C2=NC1=C(C=CC=C1C=C2)OC2CCNCC2 (2-(7-(2-methoxyethoxy)imidazo[1,2-a]pyridin-3-yl)-8-(piperidin-4-yloxy)quinoline). Yield: 42.7%. RXN SMILES: FC(F)(F)C(O)=O.[CH3:8][O:9][CH2:10][CH2:11][O:12][C:13]1[CH:18]=[CH:17][N:16]2[C:19]([C:22]3[CH:31]=[CH:30][C:29]4[C:24](=[C:25]([O:32][CH:33]5[CH2:38][CH2:37][N:36](C(OC(C)(C)C)=O)[CH2:35][CH2:34]5)[CH:26]=[CH:27][CH:28]=4)[N:23]=3)=[CH:20][N:21]=[C:15]2[CH:14]=1>ClCCl>[CH3:8][O:9][CH2:10][CH2:11][O:12][C:13]1[CH:18]=[CH:17][N:16]2[C:19]([C:22]3[CH:31]=[CH:30][C:29]4[C:24](=[C:25]([O:32][CH:33]5[CH2:38][CH2:37][NH:36][CH2:35][CH2:34]5)[CH:26]=[CH:27][CH:28]=4)[N:23]=3)=[CH:20][N:21]=[C:15]2[CH:14]=1. Procedure: Trifluoroacetic acid 0.0862 ml, 1.12 mmol) was added to a solution of tert-butyl 4-(2-(7-(2-methoxyethoxy)imidazo[1,2-a]pyridin-3-yl)quinolin-8-yloxy)piperidine-1-carboxylate (0.029 g, 0.0559 mmol) in dichloromethane (0.50 mL). After stirring overnight at ambient temperature, the reaction mixture was concentrated under reduced pressure and partitioned between dichloromethane and saturated NaHCO3. The organic layer was washed with saturated NaHCO3 and brine, dried (Na2SO4), filtered and concentra... Reactants: COc1ccc(N)cc1OC, Cc1cc(Cl)nc(-c2ccccn2)n1. The product is COc1ccc(Nc2cc(C)nc(-c3ccccn3)n2)cc1OC. Reaction SMILES: [CH3:15][O:16][c:17]1[cH:18][c:19]([NH2:20])[cH:21][cH:22][c:23]1[O:24][CH3:25].[Cl:1][c:2]1[n:3][c:4](-[c:9]2[n:10][cH:11][cH:12][cH:13][cH:14]2)[n:5][c:6]([CH3:8])[cH:7]1>>[c:2]1([NH:20][c:19]2[cH:18][c:17]([O:16][CH3:15])[c:23]([O:24][CH3:25])[cH:22][cH:21]2)[n:3][c:4](-[c:9]2[n:10][cH:11][cH:12][cH:13][cH:14]2)[n:5][c:6]([CH3:8])[cH:7]1. Starting materials: N(C1=CC=CC=C1)C1=C(SC=2N(C(C=C(C21)C)=O)C2=CC=CC=C2)C(=O)OCC (Ethyl 3-anilino-4-methyl-6-oxo-7-phenyl-6,7-dihydrothieno[2,3-b]pyridine-2-carboxylate), C(C)OC(C)O (ethoxyethanol), N (ammonia). Product: N(C1=CC=CC=C1)C1=C(SC=2N(C(C=C(C21)C)=O)C2=CC=CC=C2)C(=O)N (3-Anilino-4-methyl-6-oxo-7-phenyl-6,7-dihydrothieno[2,3-b]pyridine-2-carboxamide). Yield: 66.0%. As a reaction SMILES: [NH:1]([C:8]1[C:16]2[C:15]([CH3:17])=[CH:14][C:13](=[O:18])[N:12]([C:19]3[CH:24]=[CH:23][CH:22]=[CH:21][CH:20]=3)[C:11]=2[S:10]C=1C(OCC)=O)[C:2]1[CH:7]=[CH:6][CH:5]=[CH:4][CH:3]=1.C(O[CH:33]([OH:35])[CH3:34])C.[NH3:36]>>[NH:1]([C:8]1[C:16]2[C:15]([CH3:17])=[CH:14][C:13](=[O:18])[N:12]([C:19]3[CH:24]=[CH:23][CH:22]=[CH:21][CH:20]=3)[C:11]=2[S:10][C:34]=1[C:33]([NH2:36])=[O:35])[C:2]1[CH:7]=[CH:6][CH:5]=[CH:4][CH:3]=1. Procedure: A mixture of Example 97 (150 mg, 0.37 mmol), ethoxyethanol and liquid ammonia was heated in a sealed vessel at 80° C. at 400 psi for 16 h. The mixture was concentrated in vacuo and the solid recrystallised from MeOH to give the title compound as a yellow solid (92 mg, 66%). δH (DMSO-d6) 8.05 (1H, s), 7.68-7.59 (3H, m), 7.53-7.51 (2H, m), 7.5 (1H, br), 7.24-7.20 (2H, m), 6.80 (1H, t, J 7.3 Hz), 6.64 (2H, d, J 7.7 Hz), 6.29 (1H, s), 2.22 (3H, s). LCMS (ES+) RT 3.074 minutes, 375.9 (M+H)+ Starting materials: NC1(C2CCC(CC1)C2)C#N (2-amino-2-cyano-bicyclo[3.2.1]octane), ( 8/1 ), C(C)OCC (diethyl ether). Run in C(C)(=O)OC(C)=O (acetic anhydride). Product: C(C)(=O)NC1(C2CCC(CC1)C2)C#N (2-acetylamino-2-cyano-bicyclo[3.2.1]octane). RXN SMILES: [NH2:1][C:2]1([C:10]#[N:11])[CH2:8][CH2:7][CH:6]2[CH2:9][CH:3]1[CH2:4][CH2:5]2.[CH2:12]([O:14]CC)[CH3:13]>C(OC(=O)C)(=O)C>[C:12]([NH:1][C:2]1([C:10]#[N:11])[CH2:8][CH2:7][CH:6]2[CH2:9][CH:3]1[CH2:4][CH2:5]2)(=[O:14])[CH3:13]. Reported procedure: The procedure is as in Example 1, but starting from 2-amino-2-cyano-bicyclo[3.2.1]octane (8.05 g), in the form of the mixture of the exo and endo racemates in a ratio of (8/1), in diethyl ether (150 cc) and acetic anhydride (5.6 cc); 2-acetylamino-2-cyano-bicyclo[3.2.1]octane (10.16 g) is obtained in the form of fine white crystals which melt at 78°-80° C. Starting materials: N#Cc1c(Cl)nc(SCc2csc(-c3ccc(Cl)cc3)n2)c(C#N)c1-c1ccc(OCCO)cc1, NCC(F)(F)F, C1CCOC1. The product is N#Cc1c(NCC(F)(F)F)nc(SCc2csc(-c3ccc(Cl)cc3)n2)c(C#N)c1-c1ccc(OCCO)cc1. RXN SMILES: [Cl:1][c:2]1[n:3][c:4]([S:22][CH2:23][c:24]2[n:25][c:26](-[c:29]3[cH:30][cH:31][c:32]([Cl:35])[cH:33][cH:34]3)[s:27][cH:28]2)[c:5]([C:20]#[N:21])[c:6](-[c:10]2[cH:11][cH:12][c:13]([O:16][CH2:17][CH2:18][OH:19])[cH:14][cH:15]2)[c:7]1[C:8]#[N:9].[F:36][C:37]([CH2:38][NH2:39])([F:40])[F:41].[O:42]1[CH2:43][CH2:44][CH2:45][CH2:46]1>>[c:2]1([NH:39][CH2:38][C:37]([F:36])([F:40])[F:41])[n:3][c:4]([S:22][CH2:23][c:24]2[n:25][c:26](-[c:29]3[cH:30][cH:31][c:32]([Cl:35])[cH:33][cH:34]3)[s:27][cH:28]2)[c:5]([C:20]#[N:21])[c:6](-[c:10]2[cH:11][cH:12][c:13]([O:16][CH2:17][CH2:18][OH:19])[cH:14][cH:15]2)[c:7]1[C:8]#[N:9].